Dataset: the Open Reaction Database (ORD), a public repository of structured organic reaction records. Task: describe an organic reaction: reactants, conditions, products, and yield Starting materials: Cl.N=C1C=NN(C=C1)C1=CC=CC=C1 (1,4-dihydro-4-imino-1-phenylpyridazine hydrochloride), C1(=CC=CC=C1)CC(=O)Cl (phenylacetyl chloride). Yields the product Cl.C1(=CC=CC=C1)N1N=CC(C=C1)=NC(CC1=CC=CC=C1)=O (1,4-dihydro-1-phenyl-4-[(phenylacetyl)-imino]-pyridazine hydrochloride). Isolated yield 41.0%. RXN SMILES: Cl.[NH:2]=[C:3]1[CH:8]=[CH:7][N:6]([C:9]2[CH:14]=[CH:13][CH:12]=[CH:11][CH:10]=2)[N:5]=[CH:4]1.[C:15]1([CH2:21][C:22]([Cl:24])=[O:23])[CH:20]=[CH:19][CH:18]=[CH:17][CH:16]=1>>[ClH:24].[C:9]1([N:6]2[CH:7]=[CH:8][C:3](=[N:2][C:22](=[O:23])[CH2:21][C:15]3[CH:20]=[CH:19][CH:18]=[CH:17][CH:16]=3)[CH:4]=[N:5]2)[CH:10]=[CH:11][CH:12]=[CH:13][CH:14]=1 |f:0.1,3.4|. Procedure details: 6.0 g (28.9 millimoles) of 1,4-dihydro-4-imino-1-phenylpyridazine hydrochloride in 50 ml of phenylacetyl chloride were kept at 120° C. for 6 hours, while stirring. The mixture was cooled and then evaporated down, and the residue was treated with methanol/methyl tert.-butyl ether. The solid was filtered off under suction and recrystallized first from ethanol and then from ethanol/acetone with the addition of active charcoal. 3.9 g (41% of theory) of 1,4-dihydro-1-phenyl-4-[(phenylacetyl)-imino]-p... Reactants: CCO, CCOCC, N, [Na], Cc1cc(C(O)C[Si](C)(C)C)cc(C)c1O. As a reaction SMILES: [CH2:19]([OH:20])[CH3:21].[CH2:22]([O:23][CH2:24][CH3:25])[CH3:26].[NH3:2].[Na:1].[OH:3][c:4]1[c:5]([CH3:18])[cH:6][c:7]([CH:11]([OH:12])[CH2:13][Si:14]([CH3:15])([CH3:16])[CH3:17])[cH:8][c:9]1[CH3:10]>>[OH:3][c:4]1[c:5]([CH3:18])[cH:6][c:7]([CH2:11][CH2:13][Si:14]([CH3:15])([CH3:16])[CH3:17])[cH:8][c:9]1[CH3:10]. Yields the product Cc1cc(CC[Si](C)(C)C)cc(C)c1O.